From a dataset of the Open Reaction Database (ORD), a public repository of structured organic reaction records. describe an organic reaction: reactants, conditions, products, and yield Starting materials: COC1=CC2=C(C=CN3C(C2)=NN=C3SC)C=C1 (9-methoxy-3-methylthio-11H-s-triazolo[3,4-b][3]benzazepine), ClC1=CC(=CC=C1)C(=O)OO (m-chloroperbenzoic acid). Product: COC1=CC2=C(C=CN3C(C2)=NN=C3S(=O)C)C=C1 (9-methoxy-3-methylsulfinyl-11H-s-triazolo[3,4-b][3]benzazepine). Reaction SMILES: [CH3:1][O:2][C:3]1[CH:18]=[CH:17][C:6]2[CH:7]=[CH:8][N:9]3[C:14]([S:15][CH3:16])=[N:13][N:12]=[C:10]3[CH2:11][C:5]=2[CH:4]=1.ClC1C=CC=C(C(OO)=[O:27])C=1>>[CH3:1][O:2][C:3]1[CH:18]=[CH:17][C:6]2[CH:7]=[CH:8][N:9]3[C:14]([S:15]([CH3:16])=[O:27])=[N:13][N:12]=[C:10]3[CH2:11][C:5]=2[CH:4]=1. Procedure: By a procedure similar to that described in Example 17, 9-methoxy-3-methylthio-11H-s-triazolo[3,4-b][3]benzazepine was reacted with m-chloroperbenzoic acid to obtain 9-methoxy-3-methylsulfinyl-11H-s-triazolo[3,4-b][3]benzazepine. Colorless needles (as recrystallized from methanol), m.p. 176°-177° C. Starting materials: C1=C(N=C2N1C1=CC=CC=C1N=C2)C(=O)O (imidazo-[1,2-a]-quinoxaline-2-carboxylic acid), C(=O)(N1C=NC=C1)N1C=NC=C1 (carbonyldiimidazole), NC1=NN=NN1 (5-amino-tetrazole). Solvent: CN(C=O)C (dimethylformamide). Conditions: temperature 90 celsius, time 1 hour. The product is N1N=NN=C1NC(=O)C=1N=C2N(C3=CC=CC=C3N=C2)C1 (N-(1H-tetrazol-5-yl)-imidazo-[1,2-a]-quinoxaline-2-carboxamide). Yield: 111.3%. RXN SMILES: [CH:1]1[N:5]2[C:6]3[C:11]([N:12]=[CH:13][C:4]2=[N:3][C:2]=1[C:14]([OH:16])=O)=[CH:10][CH:9]=[CH:8][CH:7]=3.C(N1C=CN=C1)(N1C=CN=C1)=O.[NH2:29][C:30]1[NH:34][N:33]=[N:32][N:31]=1>CN(C)C=O>[NH:31]1[C:30]([NH:29][C:14]([C:2]2[N:3]=[C:4]3[CH:13]=[N:12][C:11]4[C:6](=[CH:7][CH:8]=[CH:9][CH:10]=4)[N:5]3[CH:1]=2)=[O:16])=[N:34][N:33]=[N:32]1. Procedure: A solution of 0.8 g of imidazo-[1,2-a]-quinoxaline-2-carboxylic acid, 0.7 g of carbonyldiimidazole and 40 ml of dimethylformamide was stirred at 90° C. for 30 minutes and 0.35 g of anhydrous 5-amino-tetrazole were added to the resulting clear orange solution. The mixture was stirred at 90° C. for one hour and was cooled in a refrigerator. The mixture was filtered and the recovered product was washed well with ethyl acetate and dried in vacuo to obtain 1.17 g of N-(1H-tetrazol-5-yl)-imidazo-[1,2-...